From a dataset of the Open Reaction Database (ORD), a public repository of structured organic reaction records. describe an organic reaction: reactants, conditions, products, and yield The reactants are C1CCOC1, COC(=O)C1=CC2=C(C(=O)c3ccccc3C2=O)C(OC)S1, Cl, [Na+], [OH-], O. Yields the product COC1SC(C(=O)O)=CC2=C1C(=O)c1ccccc1C2=O. RXN SMILES: [CH2:27]1[O:28][CH2:29][CH2:30][CH2:31]1.[CH3:1][O:2][CH:3]1[S:4][C:5]([C:19](=[O:20])[O:21][CH3:22])=[CH:6][C:7]2=[C:8]1[C:9](=[O:18])[c:10]1[cH:11][cH:12][cH:13][cH:14][c:15]1[C:16]2=[O:17].[ClH:26].[Na+:24].[OH-:23].[OH2:25]>>[CH3:1][O:2][CH:3]1[S:4][C:5]([C:19](=[O:20])[OH:21])=[CH:6][C:7]2=[C:8]1[C:9](=[O:18])[c:10]1[cH:11][cH:12][cH:13][cH:14][c:15]1[C:16]2=[O:17]. Starting materials: [O-]P(=O)([O-])[O-].[K+].[K+].[K+] (K3PO4), C(C)(C)(C)C=1C=C(C(=C(C1)NC(=O)C=1N(C2=C(C=CC=C2C1)OC1=CC(=NC=C1)C(NC)=O)C)OC)NS(=O)(=O)C (1-methyl-7-(2-methylcarbamoyl-pyridin-4-yloxy)-1H-indole-2-carboxylic acid (5-tert-butyl-3-methanesulfonylamino-2-methoxy-phenyl)-amide). The reagents and catalysts are CC(=O)[O-].CC(=O)[O-].[Pd+2] (Pd(OAc)2). Reaction conditions: temperature 100 celsius, time 6 hour. Yields the product N1C=CC2=CC=CC=C12.CCOCC (indole ether). Isolated yield 61.0%. As a reaction SMILES: [O-]P([O-])([O-])=O.[K+].[K+].[K+].C(C1C=C(NS(C)(=O)=O)C(OC)=C(NC([C:22]2[N:23](C)[C:24]3[C:29]([CH:30]=2)=[CH:28][CH:27]=[CH:26][C:25]=3[O:31][C:32]2C=CN=C(C(=O)NC)[CH:33]=2)=O)C=1)(C)(C)C>CC([O-])=O.CC([O-])=O.[Pd+2]>[NH:23]1[C:24]2[C:29](=[CH:28][CH:27]=[CH:26][CH:25]=2)[CH:30]=[CH:22]1.[CH3:24][CH2:25][O:31][CH2:32][CH3:33] |f:0.1.2.3,5.6.7,8.9|. Procedure details: A Schlenk tube was charged with Pd(OAc)2 (16 mg, 0.07 mmol), K3PO4 (525 mg, 2.40 mmol), di-t-butylbiphenylphosphine (42 mg, 0.14 mmol) and the 7-hydroxyindole ester (see Example 6) (307 mg, 1.4 mmol), and capped with a septum and purged with argon. A solution of the benzyl ether from above (270 mg, 1.16 mmol) in 3 mL of toluene was then added via syringe. The mixture was heated at 100° C. with stirring under argon for 6 h. The reaction mixture was filtered through a layer of diatomaceous earth a... The reactants are NC1=C(C=CC=C1)NC(=O)C1(NC(CC1)=O)CC1=CC=C(C=C1)C1CC(NS1(=O)=O)=O (N-(2-aminophenyl)-2-[4-(1,1-dioxido-3-oxoisothiazolidin-5-yl)benzyl]-5-oxopyrrolidine-2-carboxamide). The solvent is C(C)(=O)O (acetic acid). Run at temperature 120 celsius. Product: N1C(=NC2=C1C=CC=C2)C2(NC(CC2)=O)CC2=CC=C(C=C2)C2CC(NS2(=O)=O)=O (5-(4-{[2-(1H-Benzimidazol-2-yl)-5-oxopyrrolidin-2-yl]methyl}phenyl)isothiazolidin-3-one 1,1-dioxide). The yield is 58.9%. As a reaction SMILES: [NH2:1][C:2]1[CH:7]=[CH:6][CH:5]=[CH:4][C:3]=1[NH:8][C:9]([C:11]1([CH2:17][C:18]2[CH:23]=[CH:22][C:21]([CH:24]3[S:28](=[O:30])(=[O:29])[NH:27][C:26](=[O:31])[CH2:25]3)=[CH:20][CH:19]=2)[CH2:15][CH2:14][C:13](=[O:16])[NH:12]1)=O>C(O)(=O)C>[NH:1]1[C:2]2[CH:7]=[CH:6][CH:5]=[CH:4][C:3]=2[N:8]=[C:9]1[C:11]1([CH2:17][C:18]2[CH:23]=[CH:22][C:21]([CH:24]3[S:28](=[O:30])(=[O:29])[NH:27][C:26](=[O:31])[CH2:25]3)=[CH:20][CH:19]=2)[CH2:15][CH2:14][C:13](=[O:16])[NH:12]1. Reported procedure: N-(2-aminophenyl)-2-[4-(1,1-dioxido-3-oxoisothiazolidin-5-yl)benzyl]-5-oxopyrrolidine-2-carboxamide (6.6 mg, 0.01 mmol) was stirred in acetic acid (0.5 mL) and heated to 120° C. for 60 seconds in a microwave. Purification by preparative LCMS gave the title compound as a white solid, (2.5 mg, 42%), 1H NMR (400 MHz, CD3OD): δ 7.80 (m, 2H), 7.62 (m, 2H), 7.50 (d, J=8.8 Hz, 2H), 7.38 (d, J=8.3 Hz, 2H, 5.20 (m, 1H), 3.50 (m, 2H), 2.65 (m, 1H), 2.50 (m, 1H), 2.35 (m, 1H), 2.26 (m, 1H), 2.03 (m, 1H), 1... The product is O[C@H]1CCC(\C(\C1)=C/C=C/CCCC(CC#CC(C)(O)C)(C)C)=C ((10E,12Z)-(S)-12-(5-Hydroxy-2-methylene-cyclohexylidene)-6,6-dimethyl-2-methyl-dodec-10-en-3-yn-2-ol). The reactants are C1(=CC=C(C=C1)S(=O)(=O)[O-])C.[NH+]1=CC=CC=C1 (pyridinium-(toluene-4-sulfonate)), CC(C)(C#CCC(CCCCOC1OCCCC1)(C)C)O (2,6,6-Trimethyl-10-(tetrahydro-pyran-2-yloxy)-dec-3-yn-2-ol), CO (methanol), ice Na2CO3. Reported procedure: 609 mg of 2,6,6-Trimethyl-10-(tetrahydro-pyran-2-yloxy)-dec-3-yn-2-ol (2.05 mmol) was dissolved in 13.5 ml of methanol, treated with 76 mg of pyridinium-(toluene-4-sulfonate) (0.15 eq.), and kept at room temperature for 1 night. The reaction mixture was then poured onto crushed ice/Na2CO3, extracted twice with ethylacetate, washed with brine, dried over sodium sulfate and evaporated to dryness. Flash chromatography (SiO2, hexane/ethylacetate=7/3) produced 413 mg of the title compound as yellowis... As a reaction SMILES: [CH3:1][C:2]([OH:21])([C:4]#[C:5][CH2:6][C:7]([CH3:20])([CH3:19])[CH2:8][CH2:9][CH2:10][CH2:11]OC1CCCCO1)[CH3:3].[C:22]1([CH3:32])[CH:27]=[CH:26][C:25](S([O-])(=O)=O)=[CH:24][CH:23]=1.[NH+]1[CH:38]=[CH:37]C=CC=1.C[OH:40]>>[OH:40][C@@H:25]1[CH2:26]/[C:27](=[CH:37]/[CH:38]=[CH:11]/[CH2:10][CH2:9][CH2:8][C:7]([CH3:19])([CH3:20])[CH2:6][C:5]#[C:4][C:2]([CH3:1])([OH:21])[CH3:3])/[C:22](=[CH2:32])[CH2:23][CH2:24]1 |f:1.2|. Starting materials: CC1(c2ccc(Br)cc2)CC1, C=C(C)c1ccc(Br)cc1Cl, CC[Zn]CC, O=C(O)C(F)(F)F. Product: CC1(c2ccc(Br)cc2Cl)CC1. As a reaction SMILES: [Br:1][c:2]1[cH:3][cH:4][c:5]([C:8]2([CH3:11])[CH2:9][CH2:10]2)[cH:6][cH:7]1.[Br:24][c:25]1[cH:26][cH:27][c:28]([C:29]([CH3:30])=[CH2:31])[c:32]([Cl:34])[cH:33]1.[CH2:12]([Zn:13][CH2:14][CH3:15])[CH3:16].[OH:17][C:18]([C:19]([F:20])([F:21])[F:22])=[O:23]>>[Br:1][c:2]1[cH:3][c:4]([Cl:34])[c:5]([C:8]2([CH3:11])[CH2:9][CH2:10]2)[cH:6][cH:7]1. Reactants: C(C)OC(C1=CC=C(C=C1)Br)OCC (4-bromobenzaldehyde diethyl acetal), [Li]CCCC (n-BuLi), C1CCOC1 (THF), CN1C(C(N(CC1)C)=O)=O (1,4-dimethylpiperazine-2,3-dione), C1CCOC1 (THF), 13C{1H}. Run at temperature -78 celsius, time 1 hour. Product: C(C(=O)C1=CC=C(C=O)C=C1)(=O)C1=CC=C(C=O)C=C1 (4,4′-Oxalyldibenzaldehyde). As a reaction SMILES: C(O[CH:4]([O:12]CC)[C:5]1[CH:10]=[CH:9][C:8](Br)=[CH:7][CH:6]=1)C.[Li][CH2:16][CH2:17][CH2:18]C.CN1CCN(C)[C:23](=[O:28])[C:22]1=[O:29].[CH2:30]1[CH2:34][O:33][CH2:32][CH2:31]1>>[C:23]([C:8]1[CH:7]=[CH:6][C:5]([CH:4]=[O:12])=[CH:10][CH:9]=1)(=[O:28])[C:22]([C:16]1[CH:32]=[CH:31][C:30]([CH:34]=[O:33])=[CH:18][CH:17]=1)=[O:29]. Procedure details: To a solution of 4-bromobenzaldehyde diethyl acetal (20.05 g, 77.4 mmol) in 80 mL of dry THF was added 31 mL of n-BuLi (2.5 M in hexanes, 77.4 mmol) by a syringe at −78° C. After stirring at −78° C. for 1 h, the mixture was transferred to a suspension of 1,4-dimethylpiperazine-2,3-dione (DMPD) (5.0 g, 35.0 mmol) in 80 mL of dry THF dropwise via a cannula under an argon counterflow. The reaction mixture was gradually warmed up to room temperature and stirred at room temperature for an additional ... The product is O=C(Cl)C(c1ccccc1)(c1ccccc1)c1ccccc1. Reactants: CN(C)C=O, O=C(Cl)C(=O)Cl, O=C(O)C(c1ccccc1)(c1ccccc1)c1ccccc1, c1ccccc1. As a reaction SMILES: [CH3:29][N:30]([CH3:31])[CH:32]=[O:33].[Cl:23][C:24]([C:25]([Cl:26])=[O:27])=[O:28].[c:1]1([C:7]([C:8](=[O:9])[OH:10])([c:11]2[cH:12][cH:13][cH:14][cH:15][cH:16]2)[c:17]2[cH:18][cH:19][cH:20][cH:21][cH:22]2)[cH:2][cH:3][cH:4][cH:5][cH:6]1.[cH:34]1[cH:35][cH:36][cH:37][cH:38][cH:39]1>>[c:1]1([C:7]([C:8](=[O:9])[Cl:23])([c:11]2[cH:12][cH:13][cH:14][cH:15][cH:16]2)[c:17]2[cH:18][cH:19][cH:20][cH:21][cH:22]2)[cH:2][cH:3][cH:4][cH:5][cH:6]1.